This data is from the Open Reaction Database (ORD), a public repository of structured organic reaction records. The task is: describe an organic reaction: reactants, conditions, products, and yield The reactants are Cl (HCl), ClC1=C(CCN(C(OC(C)(C)C)=O)CC2=CC(=CC=C2)F)C=C(C(=C1)NC(=O)NC1=NC=C(N=C1)C#N)OC (tert-butyl 2-chloro-4-(3-(5-cyanopyrazin-2-yl)ureido)-5-methoxyphenethyl(3-fluorobenzyl)carbamate). Solvent: O1CCOCC1 (1,4-dioxane), C(Cl)Cl (DCM). Run at temperature 10 celsius, time 2 hour. Product: Cl.ClC=1C(=CC(=C(C1)NC(=O)NC1=NC=C(N=C1)C#N)OC)CCNCC1=CC(=CC=C1)F (1-(5-chloro-4-(2-(3-fluorobenzylamino)ethyl)-2-methoxyphenyl)-3-(5-cyanopyrazin-2-yl)urea hydrochloride). Yield: 101.8%. Reaction SMILES: Cl.[Cl:2][C:3]1[CH:26]=[C:25]([NH:27][C:28]([NH:30][C:31]2[CH:36]=[N:35][C:34]([C:37]#[N:38])=[CH:33][N:32]=2)=[O:29])[C:24]([O:39][CH3:40])=[CH:23][C:4]=1[CH2:5][CH2:6][N:7]([CH2:15][C:16]1[CH:21]=[CH:20][CH:19]=[C:18]([F:22])[CH:17]=1)C(=O)OC(C)(C)C>O1CCOCC1.C(Cl)Cl>[ClH:2].[Cl:2][C:3]1[C:4]([CH2:5][CH2:6][NH:7][CH2:15][C:16]2[CH:21]=[CH:20][CH:19]=[C:18]([F:22])[CH:17]=2)=[CH:23][C:24]([O:39][CH3:40])=[C:25]([NH:27][C:28]([NH:30][C:31]2[CH:36]=[N:35][C:34]([C:37]#[N:38])=[CH:33][N:32]=2)=[O:29])[CH:26]=1 |f:4.5|. Reported procedure: A solution of HCl in 1,4-dioxane (0.5 mL) was added to a solution of tert-butyl 2-chloro-4-(3-(5-cyanopyrazin-2-yl)ureido)-5-methoxyphenethyl(3-fluorobenzyl)carbamate (0.22 g 0.4 mmol) in DCM (30 mL) at 0° C. and the mixture stirred at 10° C. for 2 hours. The solvents were removed under reduced pressure to leave a solid residue that was washed with methanol (2×5 mL) and dried under reduced pressure to give the title compound (100 mg, 51%) as an off-white solid. Reactants: CC1=NC=C(N1C)C1=CC(=CC=2N1N=C(N2)N)C=2C=NC=CC2 (5-(2,3-dimethyl-3H-imidazol-4-yl)-7-pyridin-3-yl-[1,2,4]triazolo[1,5-a]pyridin-2-ylamine), C(C)N=C=O (ethylisocyanate), CO.C(Cl)(Cl)Cl (MeOH CHCl3). The reagents and catalysts are C(C)(=O)[O-].C(C)(=O)[O-].C(CCC)[Sn+2]CCCC (dibutyltin diacetate). Solvent: C1CCOC1.C1(=CC=CC=C1)C (THF toluene). Reaction conditions: temperature 0 celsius. The product is CN1C(=NC=C1C1=CC(=CC=2N1N=C(N2)NC(=O)NCC)C=2C=NC=CC2)C (N-[5-(1,2-Dimethyl-1H-imidazol-5-yl)-7-pyridin-3-yl[1,2,4]triazolo[1,5-a]pyridin-2-yl]-N′-ethylurea). RXN SMILES: [CH3:1][C:2]1[N:6]([CH3:7])[C:5]([C:8]2[N:13]3[N:14]=[C:15]([NH2:17])[N:16]=[C:12]3[CH:11]=[C:10]([C:18]3[CH:19]=[N:20][CH:21]=[CH:22][CH:23]=3)[CH:9]=2)=[CH:4][N:3]=1.[CH2:24]([N:26]=[C:27]=[O:28])[CH3:25].CO.C(Cl)(Cl)Cl>C([O-])(=O)C.C([O-])(=O)C.C([Sn+2]CCCC)CCC.C1COCC1.C1(C)C=CC=CC=1>[CH3:7][N:6]1[C:5]([C:8]2[N:13]3[N:14]=[C:15]([NH:17][C:27]([NH:26][CH2:24][CH3:25])=[O:28])[N:16]=[C:12]3[CH:11]=[C:10]([C:18]3[CH:19]=[N:20][CH:21]=[CH:22][CH:23]=3)[CH:9]=2)=[CH:4][N:3]=[C:2]1[CH3:1] |f:2.3,4.5.6,7.8|. Reported procedure: A mixture of the product of Step 1 (0.37 g, 1.21 mmol), ethylisocyanate (0.43 g, 6.05 mmol) and a catalytic quantity of dibutyltin diacetate (5 drops) in THF/toluene (1:1, 10 mL) was heated in a sealed tube at 100° C. for 15 h. This mixture was cooled to 0° C., the solid obtained was filtered and washed with 10% CHCl3/hexanes to isolate crude product. The solid was taken up into MeOH/CHCl3, and dried onto silica gel. This material was then purified by column chromatography on silica gel (1-8% Me... Starting materials: Pyrrolidone hydrotribromide, N1N=CC2=CC=C(C=C12)C(C)=O (1-(1H-indazol-6-yl)ethanone), O (H2O). Solvent: C1CCOC1 (THF). The product is BrCC(=O)C1=CC=C2C=NNC2=C1 (2-bromo-1-(1H-indazol-6-yl)-ethanone). RXN SMILES: C1CNC(=O)C1.[Br:7][Br-]Br.[NH:10]1[C:18]2[C:13](=[CH:14][CH:15]=[C:16]([C:19](=[O:21])[CH3:20])[CH:17]=2)[CH:12]=[N:11]1.O>C1COCC1>[Br:7][CH2:20][C:19]([C:16]1[CH:17]=[C:18]2[C:13]([CH:12]=[N:11][NH:10]2)=[CH:14][CH:15]=1)=[O:21] |f:0.1|. Reported procedure: Pyrrolidone hydrotribromide (1.8 g, 3.6 mmol) was added to a solution of 1-(1H-indazol-6-yl)ethanone (0.5 g, 3 mmol) in THF (10 mL) and the solution was heated at reflux for 2 h. The solution was allowed to cool to room temperature and H2O (30 mL) was added and the mixture was extracted with EtOAc (3×20 mL) and dried (MgSO4). The solvent was removed at reduced pressure to afford 2-bromo-1-(1H-indazol-6-yl)-ethanone, which was used directly in the next step with no purification. The reactants are C(CCC)(=O)Cl (butyryl chloride), FC=1C(=CC=C2C(=NNC12)N)C(F)(F)F (7-fluoro-6-(trifluoromethyl)-1H-indazole-3-amine). Run in N1=CC=CC=C1 (pyridine). Reaction conditions: temperature 3 celsius, time 76 hour. The product is FC=1C(=CC=C2C(=NNC12)NC(CCC)=O)C(F)(F)F (N-[7-fluoro-6-(trifluoromethyl)-1H-indazol-3-yl]butanamide). Reaction SMILES: [C:1](Cl)(=[O:5])[CH2:2][CH2:3][CH3:4].[F:7][C:8]1[C:9]([C:18]([F:21])([F:20])[F:19])=[CH:10][CH:11]=[C:12]2[C:16]=1[NH:15][N:14]=[C:13]2[NH2:17]>N1C=CC=CC=1>[F:7][C:8]1[C:9]([C:18]([F:21])([F:19])[F:20])=[CH:10][CH:11]=[C:12]2[C:16]=1[NH:15][N:14]=[C:13]2[NH:17][C:1](=[O:5])[CH2:2][CH2:3][CH3:4]. Procedure: 1.0 cm3 of butyryl chloride is added to 2.1 g of 7-fluoro-6-(trifluoromethyl)-1H-indazole-3-amine, prepared as in patent application WO 02/22608, in 20 cm3 of pyridine, after cooling to about 3° C., and the mixture is then left at room temperature for 76 hours. The reaction medium is concentrated under reduced pressure (2 kPa; 40° C.) and the residue is taken up in 50 cm3 of ethyl acetate and 20 cm3 of water. The organic phase is washed with 2×20 cm3 of distilled water and then with 20 cm3 of sa... Reactants: CCCc1c(CNC)ccc2ccccc12, CNCc1oc2ccccc2c1C, Cl, O=C(O)C=Cc1cnc2c(c1)CN(CCN1CCOCC1)C(=O)N2. Yields the product Cc1c(CN(C)C(=O)C=Cc2cnc3c(c2)CN(CCN2CCOCC2)C(=O)N3)oc2ccccc12, Cl. Reaction SMILES: [CH3:14][NH:15][CH2:16][c:17]1[cH:18][cH:19][c:20]2[c:21]([cH:22][cH:23][cH:24][cH:25]2)[c:26]1[CH2:27][CH2:28][CH3:29].[CH3:1][NH:2][CH2:3][c:4]1[o:5][c:6]2[c:7]([c:8]1[CH3:9])[cH:10][cH:11][cH:12][cH:13]2.[ClH:30].[O:31]1[CH2:32][CH2:33][N:34]([CH2:37][CH2:38][N:39]2[C:40](=[O:54])[NH:41][c:42]3[c:43]([cH:45][c:46]([CH:49]=[CH:50][C:51](=[O:52])[OH:53])[cH:47][n:48]3)[CH2:44]2)[CH2:35][CH2:36]1>>[CH3:1][N:2]([CH2:3][c:4]1[o:5][c:6]2[c:7]([c:8]1[CH3:9])[cH:10][cH:11][cH:12][cH:13]2)[C:51]([CH:50]=[CH:49][c:46]1[cH:45][c:43]2[c:42]([n:48][cH:47]1)[NH:41][C:40](=[O:54])[N:39]([CH2:38][CH2:37][N:34]1[CH2:33][CH2:32][O:31][CH2:36][CH2:35]1)[CH2:44]2)=[O:52].[ClH:30]. The yield is 86.6%. Yields the product [N+](=O)([O-])C=1C=NC=CC1N (3-nitro-4-aminopyridine). Conditions: temperature 4 celsius. Reported procedure: A 500 ml 3-neck round bottom flask equipped with a condenser, thermometer and mechanical stirrer was charged with 78.4 g (0.383 mol) of 4-ethoxy-3-nitropyridine hydrochloride, 118.1 g (1.53 mol) of ammonium acetate and 183 ml of water. The stirred reaction mixture was refluxed for 71/2 hours and the progress of the reaction was followed by thin layer chromatography employing a 10:1 ethyl acetate:triethylamine solvent system. The reaction flask was chilled to approximately 4° C. after the pH of t... Run in C(C)N(CC)CC (triethylamine), C(C)(=O)OCC (ethyl acetate). Reactants: Cl.C(C)OC1=C(C=NC=C1)[N+](=O)[O-] (4-ethoxy-3-nitropyridine hydrochloride), C(C)(=O)[O-].[NH4+] (ammonium acetate), O (water), [OH-].[NH4+] (ammonium hydroxide). Reaction SMILES: Cl.C(O[C:5]1[CH:10]=[CH:9][N:8]=[CH:7][C:6]=1[N+:11]([O-:13])=[O:12])C.C([O-])(=O)C.[NH4+:18].O.[OH-].[NH4+]>C(N(CC)CC)C.C(OCC)(=O)C>[N+:11]([C:6]1[CH:7]=[N:8][CH:9]=[CH:10][C:5]=1[NH2:18])([O-:13])=[O:12] |f:0.1,2.3,5.6|. Reactants: C(C)(C)(C)C1=CC(=C(C=C1)C=1N([C@@H]([C@@H](N1)C1=CC=C(C=C1)Cl)C1=CC=C(C=C1)Cl)C(=O)Cl)OCC ((4S,5R)-2-(4-tert-butyl-2-ethoxy-phenyl)-4,5-bis-(4-chloro-phenyl)-4,5-dihydro-imidazole-1-carbonyl chloride), O1CCN(CC1)C1CCNCC1 (4-morpholinopiperidine). Yields the product C(C)(C)(C)C1=CC(=C(C=C1)C=1N([C@@H]([C@@H](N1)C1=CC=C(C=C1)Cl)C1=CC=C(C=C1)Cl)C(=O)N1CCC(CC1)N1CCOCC1)OCC ([(4S,5R)-2-(4-tert-Butyl-2-ethoxy-phenyl)-4,5-bis-(4-chloro-phenyl)-4,5-dihydro-imidazol-1-yl]-(4-morpholin-4-yl-piperidin-1-yl)-methanone). Reaction SMILES: [C:1]([C:5]1[CH:10]=[CH:9][C:8]([C:11]2[N:12]([C:30](Cl)=[O:31])[C@H:13]([C:23]3[CH:28]=[CH:27][C:26]([Cl:29])=[CH:25][CH:24]=3)[C@H:14]([C:16]3[CH:21]=[CH:20][C:19]([Cl:22])=[CH:18][CH:17]=3)[N:15]=2)=[C:7]([O:33][CH2:34][CH3:35])[CH:6]=1)([CH3:4])([CH3:3])[CH3:2].[O:36]1[CH2:41][CH2:40][N:39]([CH:42]2[CH2:47][CH2:46][NH:45][CH2:44][CH2:43]2)[CH2:38][CH2:37]1>>[C:1]([C:5]1[CH:10]=[CH:9][C:8]([C:11]2[N:12]([C:30]([N:45]3[CH2:46][CH2:47][CH:42]([N:39]4[CH2:40][CH2:41][O:36][CH2:37][CH2:38]4)[CH2:43][CH2:44]3)=[O:31])[C@H:13]([C:23]3[CH:28]=[CH:27][C:26]([Cl:29])=[CH:25][CH:24]=3)[C@H:14]([C:16]3[CH:17]=[CH:18][C:19]([Cl:22])=[CH:20][CH:21]=3)[N:15]=2)=[C:7]([O:33][CH2:34][CH3:35])[CH:6]=1)([CH3:4])([CH3:2])[CH3:3]. Reported procedure: [(4S,5R)-2-(4-tert-Butyl-2-ethoxy-phenyl)-4,5-bis-(4-chloro-phenyl)-4,5-dihydro-imidazol-1-yl]-(4-morpholin-4-yl-piperidin-1-yl)-methanone was prepared from (4S,5R)-2-(4-tert-butyl-2-ethoxy-phenyl)-4,5-bis-(4-chloro-phenyl)-4,5-dihydro-imidazole-1-carbonyl chloride (example 11) and 4-morpholinopiperidine (Aldrich) in an analogous manner as described in example 25. HR-MS (ES, m/z): observed 663.2859, calculated for C37H45Cl2N4O3 [(M+H)+] 663.2863. Starting materials: FC(C=1C=C2SC=3C=CC=CC3NC2=CC1)(F)F (7-trifluoromethylphenothiazine), C(CC#N)#N (malononitrile), C(C)(=O)[O-].[K+] (potassium acetate), II (iodine). Solvent: CO (methanol), CO (methanol). Yields the product FC(C=1C=C2SC3=CC(C=CC3=NC2=CC1)=C(C#N)C#N)(F)F (7-trifluoromethyl-dicyanomethylene-3H-phenothiazine). As a reaction SMILES: [F:1][C:2]([F:18])([F:17])[C:3]1[CH:4]=[C:5]2[C:14](=[CH:15][CH:16]=1)[NH:13][C:12]1[CH:11]=[CH:10][CH:9]=[CH:8][C:7]=1[S:6]2.[C:19](#[N:23])[CH2:20][C:21]#[N:22].C([O-])(=O)C.[K+].II>CO>[F:18][C:2]([F:1])([F:17])[C:3]1[CH:4]=[C:5]2[C:14](=[CH:15][CH:16]=1)[N:13]=[C:12]1[C:7](=[CH:8][C:9](=[C:20]([C:19]#[N:23])[C:21]#[N:22])[CH:10]=[CH:11]1)[S:6]2 |f:2.3|. Procedure: To a stirred solution of 2.6 g 7-trifluoromethylphenothiazine, 1 g malononitrile and 4 g potassium acetate in 70 ml methanol was added a solution of 4 g iodine in 50 ml methanol. The precipitated dye was filtered, washed repeatedly with methanol and recrystallised in chloroform-methanol. Yield 0.6 g (18%).